Dataset: the Open Reaction Database (ORD), a public repository of structured organic reaction records. Task: describe an organic reaction: reactants, conditions, products, and yield Starting materials: C(OCCl)Cl (dichlorodimethyl ether), COC(=O)C1=CC2=C1C=C(C=C2)OC (5-methoxybenzocyclobutene-1-carboxylic acid methyl ester), ice. The reagents and catalysts are [Ti](Cl)(Cl)(Cl)Cl (titanium tetrachloride). The solvent is ClCCl (dichloromethane). Run at time 5 minute. Yields the product COC(=O)C1=CC2=C1C=C(C(=C2)C=O)OC (4-formyl-5-methoxybenzocyclobutene-1-carboxylic acid methyl ester). Reaction SMILES: [CH3:1][O:2][C:3]([C:5]1[C:8]2[CH:9]=[C:10]([O:13][CH3:14])[CH:11]=[CH:12][C:7]=2[CH:6]=1)=[O:4].[CH2:15](Cl)[O:16]CCl>ClCCl.[Ti](Cl)(Cl)(Cl)Cl>[CH3:1][O:2][C:3]([C:5]1[C:8]2[CH:9]=[C:10]([O:13][CH3:14])[C:11]([CH:15]=[O:16])=[CH:12][C:7]=2[CH:6]=1)=[O:4]. Reported procedure: 3.84 g of 5-methoxybenzocyclobutene-1-carboxylic acid methyl ester are dissolved in 20 ml of dichloromethane, the whole is cooled to 0° and there are added dropwise thereto at from 0° to 5° firstly 3.16 g of titanium tetrachloride over a period of 3 minutes and then 3.83 g of dichlorodimethyl ether (Cl2CHOCH3) over a period of 20 minutes. The whole is then stirred for 5 minutes at from 0° to 5°, gradually heated to room temperature and then stirred for 15 minutes at 35°. The mixture is then left...